This data is from the Open Reaction Database (ORD), a public repository of structured organic reaction records. The task is: describe an organic reaction: reactants, conditions, products, and yield Reactants: ClC1=C(C=CC=C1Cl)NC(NC1=CC(=NN1C=1C=C2CC(N(CC2=CC1)C(=O)OC(C)(C)C)C(=O)OCC)C1=C(C=CC=C1)F)=O (2-t-butyl 3-ethyl 6-(5-(3-(2,3-dichlorophenyl)ureido)-3-(2-fluorophenyl)-1H-pyrazol-1-yl)-3,4-dihydroisoquinoline-2,3(1H)-dicarboxylate), Cl (HCl). Solvent: C1CCOC1 (THF). Conditions: temperature 50 celsius, time 8 hour. Yields the product Cl.ClC1=C(C=CC=C1Cl)NC(NC1=CC(=NN1C=1C=C2CC(NCC2=CC1)C(=O)O)C1=C(C=CC=C1)F)=O (6-(5-(3-(2,3-dichlorophenyl)ureido)-3-(2-fluorophenyl)-1H-pyrazol-1-yl)-1,2,3,4-tetrahydroisoquinoline-3-carboxylic acid hydrochloride). Yield: 69.3%. RXN SMILES: [Cl:1][C:2]1[C:7]([Cl:8])=[CH:6][CH:5]=[CH:4][C:3]=1[NH:9][C:10](=[O:46])[NH:11][C:12]1[N:16]([C:17]2[CH:18]=[C:19]3[C:24](=[CH:25][CH:26]=2)[CH2:23][N:22](C(OC(C)(C)C)=O)[CH:21]([C:34]([O:36]CC)=[O:35])[CH2:20]3)[N:15]=[C:14]([C:39]2[CH:44]=[CH:43][CH:42]=[CH:41][C:40]=2[F:45])[CH:13]=1.Cl>C1COCC1>[ClH:1].[Cl:1][C:2]1[C:7]([Cl:8])=[CH:6][CH:5]=[CH:4][C:3]=1[NH:9][C:10](=[O:46])[NH:11][C:12]1[N:16]([C:17]2[CH:18]=[C:19]3[C:24](=[CH:25][CH:26]=2)[CH2:23][NH:22][CH:21]([C:34]([OH:36])=[O:35])[CH2:20]3)[N:15]=[C:14]([C:39]2[CH:44]=[CH:43][CH:42]=[CH:41][C:40]=2[F:45])[CH:13]=1 |f:3.4|. Reported procedure: To a solution of 2-t-butyl 3-ethyl 6-(5-(3-(2,3-dichlorophenyl)ureido)-3-(2-fluorophenyl)-1H-pyrazol-1-yl)-3,4-dihydroisoquinoline-2,3(1H)-dicarboxylate (0.050 g, 0.075 mmol) in THF (2 mL) was added 6N HCl (2 mL) and the solution was stirred at 50° C. overnight. The organic solvent was evaporated and the precipitate was collected to yield 6-(5-(3-(2,3-dichlorophenyl)ureido)-3-(2-fluorophenyl)-1H-pyrazol-1-yl)-1,2,3,4-tetrahydroisoquinoline-3-carboxylic acid hydrochloride as a white solid (15 mg,... Reactants: NC=1C=CC(=NC1)OC (5-Amino-2-methoxypyridine), C(=S)(Cl)Cl (thiophosgene). Run in C(Cl)Cl (methylene chloride). Yields the product Cl.COC1=NC=C(C=C1)N=C=S (2-Methoxy-5-pyridyl isothiocyanate hydrochloride). Yield: 47.4%. As a reaction SMILES: [NH2:1][C:2]1[CH:3]=[CH:4][C:5]([O:8][CH3:9])=[N:6][CH:7]=1.[C:10](Cl)([Cl:12])=[S:11]>C(Cl)Cl>[ClH:12].[CH3:9][O:8][C:5]1[CH:4]=[CH:3][C:2]([N:1]=[C:10]=[S:11])=[CH:7][N:6]=1 |f:3.4|. Procedure: 5-Amino-2-methoxypyridine (11 ml, 0.10 mol) is added dropwise at reflux, with stirring to a solution of thiophosgene (8.4 ml, 0.11 mol) in methylene chloride. Refluxing is continued for a further hour and cooled to room temperature. The resulting solid is filtered off, washed with ether to give 9.6 g of the title intermediate product.